Dataset: the Open Reaction Database (ORD), a public repository of structured organic reaction records. Task: describe an organic reaction: reactants, conditions, products, and yield Starting materials: ClC1=NC=C(C(=N1)N1CCOCC1)C#CC=1C=C(C=CC1)NC([C@H](C)N(C(OC(C)(C)C)=O)C)=O ((S)-tert-butyl (1-((3-((2-chloro-4-morpholinopyrimidin-5-yl)ethynyl)phenyl)amino)-1-oxopropan-2-yl)(methyl)carbamate), NCCC1=CC=NC=C1 (4-(2-aminoethyl)pyridine), 4,5′-bis(diphenylphosphino)-9,9′-dimethylxanthene, C([O-])([O-])=O.[Cs+].[Cs+] (cesium carbonate). Reagents/catalysts: C=1C=CC(=CC1)/C=C/C(=O)/C=C/C2=CC=CC=C2.C=1C=CC(=CC1)/C=C/C(=O)/C=C/C2=CC=CC=C2.C=1C=CC(=CC1)/C=C/C(=O)/C=C/C2=CC=CC=C2.[Pd].[Pd] (tris(dibenzylideneacetone)dipalladium(0)). Solvent: O1CCOCC1 (1,4-dioxane). Run at temperature 100 celsius, time 12 hour. Yields the product CN(C(OC(C)(C)C)=O)[C@H](C(=O)NC1=CC(=CC=C1)C#CC=1C(=NC(=NC1)NCCC1=CC=NC=C1)N1CCOCC1)C ((S)-tert-butyl methyl(1-((3-((4-morpholino-2-((2-(pyridin-4-yl)ethyl)amino)pyrimidin-5-yl)ethynyl)phenyl)amino)-1-oxopropan-2-yl)carbamate). Isolated yield 20.3%. RXN SMILES: Cl[C:2]1[N:7]=[C:6]([N:8]2[CH2:13][CH2:12][O:11][CH2:10][CH2:9]2)[C:5]([C:14]#[C:15][C:16]2[CH:17]=[C:18]([NH:22][C:23](=[O:35])[C@@H:24]([N:26]([CH3:34])[C:27](=[O:33])[O:28][C:29]([CH3:32])([CH3:31])[CH3:30])[CH3:25])[CH:19]=[CH:20][CH:21]=2)=[CH:4][N:3]=1.[NH2:36][CH2:37][CH2:38][C:39]1[CH:44]=[CH:43][N:42]=[CH:41][CH:40]=1.C(=O)([O-])[O-].[Cs+].[Cs+]>C1C=CC(/C=C/C(/C=C/C2C=CC=CC=2)=O)=CC=1.C1C=CC(/C=C/C(/C=C/C2C=CC=CC=2)=O)=CC=1.C1C=CC(/C=C/C(/C=C/C2C=CC=CC=2)=O)=CC=1.[Pd].[Pd].O1CCOCC1>[CH3:34][N:26]([C@@H:24]([CH3:25])[C:23]([NH:22][C:18]1[CH:19]=[CH:20][CH:21]=[C:16]([C:15]#[C:14][C:5]2[C:6]([N:8]3[CH2:13][CH2:12][O:11][CH2:10][CH2:9]3)=[N:7][C:2]([NH:36][CH2:37][CH2:38][C:39]3[CH:44]=[CH:43][N:42]=[CH:41][CH:40]=3)=[N:3][CH:4]=2)[CH:17]=1)=[O:35])[C:27](=[O:33])[O:28][C:29]([CH3:31])([CH3:30])[CH3:32] |f:2.3.4,5.6.7.8.9|. Reported procedure: To (S)-tert-butyl (1-((3-((2-chloro-4-morpholinopyrimidin-5-yl)ethynyl)phenyl)amino)-1-oxopropan-2-yl)(methyl)carbamate (L5, 437 mg), 4-(2-aminoethyl)pyridine (214 mg), tris(dibenzylideneacetone)dipalladium(0) (80 mg), 4,5′-bis(diphenylphosphino)-9,9′-dimethylxanthene (101 mg) and cesium carbonate (856 mg), 1,4-dioxane (10 mL) was added at room temperature, and the mixture was stirred at 100° C. for 12 hours. The reaction mixture was cooled to room temperature, then the insoluble matter was remo...